Dataset: the Open Reaction Database (ORD), a public repository of structured organic reaction records. Task: describe an organic reaction: reactants, conditions, products, and yield Procedure details: 20 g (79 mmoles) of 4-iodo-2-methylthiopyrimidine in 165 mL of tetrahydrofuran under argon is cooled to −70° C. 45.5 mL of isopropylmagnesium chloride (2M in THF) is then slowly added to the reaction mixture, keeping the temperature at −70° C. After 30 min., a solution of 4-fluorophenyl acetyl chloride (13.7 g, 79 mmoles) in 65 mL tetrahydrofuran is added dropwise to the reaction mixture which is further stirred at −78° C. for 1 hour and allowed to reach 0° C. After 30 min. at 0° C., the reactio... Run at temperature -78 celsius, time 30 minute. Yields the product FC1=CC=C(C=C1)CC(=O)C1=NC(=NC=C1)SC (2-(4-Fluoro-phenyl)-1-(2-methylthio-pyrimidin-4-yl)-ethanone). Isolated yield 45.8%. As a reaction SMILES: I[C:2]1[CH:7]=[CH:6][N:5]=[C:4]([S:8][CH3:9])[N:3]=1.C([Mg]Cl)(C)C.[F:15][C:16]1[CH:21]=[CH:20][C:19]([CH2:22][C:23](Cl)=[O:24])=[CH:18][CH:17]=1>O1CCCC1>[F:15][C:16]1[CH:21]=[CH:20][C:19]([CH2:22][C:23]([C:2]2[CH:7]=[CH:6][N:5]=[C:4]([S:8][CH3:9])[N:3]=2)=[O:24])=[CH:18][CH:17]=1. Solvent: O1CCCC1 (tetrahydrofuran), O1CCCC1 (tetrahydrofuran). The reactants are FC1=CC=C(C=C1)CC(=O)Cl (4-fluorophenyl acetyl chloride), ice water, IC1=NC(=NC=C1)SC (4-iodo-2-methylthiopyrimidine), C(C)(C)[Mg]Cl (isopropylmagnesium chloride). Reactants: C(#N)C=1C=C2CCCC(C2=CC1)(C1=CC=NS1)O (6-cyano-1-hydroxy-1-(5-isothiazolyl)-1,2,3,4-tetrahydronaphthalene), S(=O)(Cl)Cl (thionyl chloride), N1CCOCC1 (morpholine). Solvent: C1=CC=CC=C1 (benzene). The product is C(#N)C=1C=C2CCC=C(C2=CC1)C1=CC=NS1 (6-Cyano-1-(5-isothiazolyl)-3,4-dihydronaphthalene). RXN SMILES: [C:1]([C:3]1[CH:4]=[C:5]2[C:10](=[CH:11][CH:12]=1)[C:9](O)([C:13]1[S:17][N:16]=[CH:15][CH:14]=1)[CH2:8][CH2:7][CH2:6]2)#[N:2].S(Cl)(Cl)=O.N1CCOCC1>C1C=CC=CC=1>[C:1]([C:3]1[CH:4]=[C:5]2[C:10](=[CH:11][CH:12]=1)[C:9]([C:13]1[S:17][N:16]=[CH:15][CH:14]=1)=[CH:8][CH2:7][CH2:6]2)#[N:2]. Procedure: Analogously to Example 13, 92 mg of 6-cyano-1-hydroxy-1-(5-isothiazolyl)-1,2,3,4-tetrahydronaphthalene (Example 15) and 0.051 ml of thionyl chloride in 0.32 of benzene, with the subsequent addition of 0.112 ml of morpholine, are converted into the crude title compound, which is purified by column chromatography (SiO2, 0.1 bar, hexane/ethyl acetate 4:1) and crystallisation from hexane; m.p. 77°-81°; 1H-NMR (CECl3): δ(ppm)=2.5 (m,2H), 2.92 (t,2H), 6.54 (t,2H), 7.2 (d,1H), 7.29 (d,1H), 7.5 (dd,1H),...